From a dataset of the Open Reaction Database (ORD), a public repository of structured organic reaction records. describe an organic reaction: reactants, conditions, products, and yield The reactants are Cl.NC(=N)N (guanidine hydrochloride), Cl (hydrochloric acid), [O-]CC.[Na+] (sodium ethoxide), COC(C(=O)OC)C(=O)OC (dimethyl methoxymalonate). The solvent is C(C)O (ethanol). The product is NC1=NC(=C(C(=N1)O)OC)O (2-Amino-4,6-dihydroxy-5-methoxypyrimidine). The yield is 20.6%. Reaction SMILES: Cl.[NH2:2][C:3]([NH2:5])=[NH:4].[O-]CC.[Na+].[CH3:10][O:11][CH:12]([C:17](OC)=[O:18])[C:13](OC)=[O:14].Cl>C(O)C>[NH2:4][C:3]1[N:5]=[C:17]([OH:18])[C:12]([O:11][CH3:10])=[C:13]([OH:14])[N:2]=1 |f:0.1,2.3|. Reported procedure: A mixture composed of 12 g of guanidine hydrochloride, 9 g of sodium ethoxide and 100 ml of ethanol was heated under reflux for 1 hour, and then the reaction solution was cooled to room temperature, further mixed with 10 g of dimethyl methoxymalonate and heated under reflux for 48 hours. The reaction solution was cooled to room temperature, adjusted to a pH value of about 4 by adding 1 N hydrochloric acid solution and stirred, and then the thus precipitated powder was collected by filtration to ... Reactants: [C-]#N, O=Cc1ccccc1Cl, [Na+], [Na+], O, O=S([O-])O, c1cc2c(s1)CCNC2. Yields the product N#CC(c1ccccc1Cl)N1CCc2sccc2C1. Reaction SMILES: [C-:24]#[N:25].[Cl:6][c:7]1[c:8]([CH:9]=[O:10])[cH:11][cH:12][cH:13][cH:14]1.[Na+:26].[Na+:5].[OH2:27].[S:1](=[O:2])([OH:3])[O-:4].[s:15]1[cH:16][cH:17][c:18]2[c:23]1[CH2:22][CH2:21][NH:20][CH2:19]2>>[Cl:6][c:7]1[c:8]([CH:9]([N:20]2[CH2:19][c:18]3[cH:17][cH:16][s:15][c:23]3[CH2:22][CH2:21]2)[C:24]#[N:25])[cH:11][cH:12][cH:13][cH:14]1.